From a dataset of the Open Reaction Database (ORD), a public repository of structured organic reaction records. describe an organic reaction: reactants, conditions, products, and yield Reactants: BrC1=CC=C(C=C1)N1N=CC(=C1C#N)C(=O)OCC (ethyl 1-(4-bromophenyl)-5-cyano-4-pyrazolecarboxylate), [OH-].[K+] (potassium hydroxide). The solvent is C(C)O (ethanol). The product is BrC1=CC=C(C=C1)N1N=CC(=C1C(=O)N)C(=O)O (1-(4-Bromophenyl)-4-carboxy-5-pyrazolecarboxamide). RXN SMILES: [Br:1][C:2]1[CH:7]=[CH:6][C:5]([N:8]2[C:12]([C:13]#[N:14])=[C:11]([C:15]([O:17]CC)=[O:16])[CH:10]=[N:9]2)=[CH:4][CH:3]=1.[OH-:20].[K+]>C(O)C>[Br:1][C:2]1[CH:7]=[CH:6][C:5]([N:8]2[C:12]([C:13]([NH2:14])=[O:20])=[C:11]([C:15]([OH:17])=[O:16])[CH:10]=[N:9]2)=[CH:4][CH:3]=1 |f:1.2|. Procedure details: A 3.5 g. portion of ethyl 1-(4-bromophenyl)-5-cyano-4-pyrazolecarboxylate was reacted with 2.15 g. of potassium hydroxide in 50 ml. of ethanol underreflux for 2 hours to obtain 2.45 g. of the desired product, m.p. 251°-252.5°. The elemental analysis was as follows. The reactants are C(CCC)[Li] (n-butyllithium), ClC=1C=CC2=C(C=CS2)C1 (5-chlorobenzothiophene), CN1CCC(CC1)=O (1-methyl-4-piperidone). The solvent is O1CCCC1 (tetrahydrofuran). Run at temperature 0 celsius, time 1 hour. Yields the product ClC=1C=CC2=C(C=C(S2)C2(CCN(CC2)C)O)C1 (5-chloro-2-(4-hydroxy-1-methylpiperidin-4-yl)benzothiophene). Isolated yield 67.8%. RXN SMILES: [Cl:1][C:2]1[CH:3]=[CH:4][C:5]2[S:9][CH:8]=[CH:7][C:6]=2[CH:10]=1.C([Li])CCC.[CH3:16][N:17]1[CH2:22][CH2:21][C:20](=[O:23])[CH2:19][CH2:18]1>O1CCCC1>[Cl:1][C:2]1[CH:3]=[CH:4][C:5]2[S:9][C:8]([C:20]3([OH:23])[CH2:21][CH2:22][N:17]([CH3:16])[CH2:18][CH2:19]3)=[CH:7][C:6]=2[CH:10]=1. Reported procedure: A solution of 0.300 gm (1.78 mMol) 5-chlorobenzothiophene in 20 mL tetrahydrofuran was cooled to -78° C. To the cooled solution was then added 1.27 mL (1.78 mMol) n-butyllithium (1.2M in tetrahydrofuran) and the reaction mixture stirred for 1 hour after the addition was complete. To this solution was added 0.218 mL (1.78 mMol) 1-methyl-4-piperidone and the reaction mixture was allowed to warm to 0° C. The reaction mixture was quenched with saturated aqueous sodium bicarbonate and partitioned by ...